This data is from the Open Reaction Database (ORD), a public repository of structured organic reaction records. The task is: describe an organic reaction: reactants, conditions, products, and yield Starting materials: CC(=O)O, Ic1ccccc1, c1ccccc1. Yields the product CC(=O)Oc1ccccc1. Reaction SMILES: [CH3:14][C:15]([OH:16])=[O:17].[c:7]1([I:8])[cH:9][cH:10][cH:11][cH:12][cH:13]1.[cH:1]1[cH:2][cH:3][cH:4][cH:5][cH:6]1>>[c:1]1([O:17][C:15]([CH3:14])=[O:16])[cH:2][cH:3][cH:4][cH:5][cH:6]1. The reactants are N[C@@H](C)C(=O)N1[C@H](C(=O)O)CCC1 (Ala-Pro), C(C)OC(C(CCC1=CC=CC=C1)=O)=O (2-oxo-4-phenyl-butyric acid ethyl ester), Cl (HCl). Reagents/catalysts: [Ni] (Raney nickel). Solvent: C(C)O (ethanol), C(C)O (ethanol). Run at time 2 hour. Product: C(C)OC(=O)[C@H](CCC1=CC=CC=C1)N[C@@H](C)C(=O)N1[C@H](C(=O)O)CCC1 (Nα -[(S)-1-ethoxycarbonyl-3-phenylpropyl]-L-alanyl-L-proline). As a reaction SMILES: [NH2:1][C@H:2]([C:4]([N:6]1[CH2:13][CH2:12][CH2:11][C@H:7]1[C:8]([OH:10])=[O:9])=[O:5])[CH3:3].[CH2:14]([O:16][C:17](=[O:28])[C:18](=O)[CH2:19][CH2:20][C:21]1[CH:26]=[CH:25][CH:24]=[CH:23][CH:22]=1)[CH3:15].Cl>C(O)C.[Ni]>[CH2:14]([O:16][C:17]([C@@H:18]([NH:1][C@H:2]([C:4]([N:6]1[CH2:13][CH2:12][CH2:11][C@H:7]1[C:8]([OH:10])=[O:9])=[O:5])[CH3:3])[CH2:19][CH2:20][C:21]1[CH:22]=[CH:23][CH:24]=[CH:25][CH:26]=1)=[O:28])[CH3:15]. Procedure details: 50 moles (9.3 g) Ala-Pro were suspended in 100 ml ethanol, combined with 75 moles (15.5 g) 2-oxo-4-phenyl-butyric acid ethyl ester and 18 g molecular sieve 3 A and agitated for 2 hours under anhydrous conditions. One teaspoon of dehydrated Raney nickel and 15 g molecular sieve 3 A were now added, briefly reacted and subsequently hydrogenated for 22 hours under an atmosphere of 4 bars of H2. The reaction mixture was filtered and evaporated to concentrate it to a small volume. Conversion (accordin... Reactants: [Br-].BrC1=CC=C(C[P+](C2=CC=CC=C2)(C2=CC=CC=C2)C2=CC=CC=C2)C=C1 (4-bromobenzyltriphenylphosphonium bromide), BrC1=CC=C(C=O)C=C1 (4-bromobenzaldehyde), CC(C)([O-])C.[K+] (potassium-tert-butoxide). Solvent: O1CCCC1 (tetrahydrofuran), C1CCOC1 (THF). Run at time 24 hour. Product: BrC1=CC=C(C=C1)\C=C\C1=CC=C(C=C1)Br ((E)-4,4′-dibromostilbene). The yield is 42.3%. Reaction SMILES: [Br-].[Br:2][C:3]1[CH:28]=[CH:27][C:6]([CH2:7][P+](C2C=CC=CC=2)(C2C=CC=CC=2)C2C=CC=CC=2)=[CH:5][CH:4]=1.[Br:29][C:30]1[CH:37]=[CH:36][C:33]([CH:34]=O)=[CH:32][CH:31]=1.CC(C)([O-])C.[K+]>C1COCC1>[Br:29][C:30]1[CH:37]=[CH:36][C:33](/[CH:34]=[CH:7]/[C:6]2[CH:5]=[CH:4][C:3]([Br:2])=[CH:28][CH:27]=2)=[CH:32][CH:31]=1 |f:0.1,3.4|. Procedure details: 50.2 g (97.9 mmol) of 4-bromobenzyltriphenylphosphonium bromide and 21.7 g (118 mmol) of 4-bromobenzaldehyde were put into a 500 mL three-necked flask. Then, the atmosphere in the flask was substituted with nitrogen. Thereafter, 200 mL of tetrahydrofuran (abbreviation: THF) was added to the mixture. A suspension obtained by mixing 13.2 g (118 mmol) of potassium-tert-butoxide into 100 mL of THF was dropped to this mixture. Thereafter, the mixture was stirred at room temperature for 24 hours to be... Reactants: CN(C(C(=S)OCC)=CC=C(C(=O)OCC)C1=CC=CC=C1)C (diethyl 2-dimethylamino-5-phenylthio-2,4-hexadienedioate), CC[O-].[Na+] (sodium ethylate), C(C1=CC=CC=C1)SCC(=O)OCC (ethyl (benzylthio)acetate), F[B-](F)(F)F.CN(C(=CC=[N+](C)C)C(=O)OCC)C (N-(3-dimethylamino-3-ethoxycarbonylpropenylidene)-N-methylmethanaminium tetrafluoroborate), ethanolic solution. Solvent: C(C)O (ethanol). Yields the product C(C1=CC=CC=C1)SC(=CC=C(C(=O)OCC)N(C)C)C(=O)OCC (Diethyl 5-benzylthio-2-dimethylamino-2,4-hexadienedioate). Yield: 96.3%. As a reaction SMILES: CN(C)C(=CC=C(C1C=CC=CC=1)C(OCC)=O)C(OCC)=S.F[B-](F)(F)F.[CH3:29][N:30]([CH3:42])[C:31]([C:37]([O:39][CH2:40][CH3:41])=[O:38])=[CH:32][CH:33]=[N+](C)C.CC[O-].[Na+].[CH2:47]([S:54][CH2:55][C:56]([O:58][CH2:59][CH3:60])=[O:57])[C:48]1[CH:53]=[CH:52][CH:51]=[CH:50][CH:49]=1>C(O)C>[CH2:47]([S:54][C:55]([C:56]([O:58][CH2:59][CH3:60])=[O:57])=[CH:33][CH:32]=[C:31]([N:30]([CH3:42])[CH3:29])[C:37]([O:39][CH2:40][CH3:41])=[O:38])[C:48]1[CH:53]=[CH:52][CH:51]=[CH:50][CH:49]=1 |f:1.2,3.4|. Reported procedure: The procedure is as in Example 2 for the preparation of diethyl 2-dimethylamino-5-phenylthio-2,4-hexadienedioate, starting with N-(3-dimethylamino-3-ethoxycarbonylpropenylidene)-N-methylmethanaminium tetrafluoroborate (15.7 g), a 2M ethanolic solution of sodium ethylate (27.5 cc) and ethyl (benzylthio)acetate (11.6 g) in ethanol (110 cc). Diethyl 5-benzylthio-2-dimethylamino-2,4-hexadienedioate (19.2 g) is thereby obtained, and is used in the crude state in the subsequent phases. Starting materials: CCN(CC)CCN, CO, CCOC(=O)CS(=O)(=NC(=O)c1cncc(C#Cc2cccc(O)c2)c1)c1ccccc1. Product: CCN(CC)CCNC(=O)CS(=O)(=NC(=O)c1cncc(C#Cc2cccc(O)c2)c1)c1ccccc1. Reaction SMILES: [CH2:33]([CH3:34])[N:35]([CH2:36][CH2:37][NH2:38])[CH2:39][CH3:40].[CH3:41][OH:42].[OH:1][c:2]1[cH:3][c:4]([C:8]#[C:9][c:10]2[cH:11][c:12]([C:16](=[O:17])[N:18]=[S:19](=[O:20])([c:21]3[cH:22][cH:23][cH:24][cH:25][cH:26]3)[CH2:27][C:28]([O:30][CH2:29][CH3:31])=[O:32])[cH:13][n:14][cH:15]2)[cH:5][cH:6][cH:7]1>>[OH:1][c:2]1[cH:3][c:4]([C:8]#[C:9][c:10]2[cH:11][c:12]([C:16](=[O:17])[N:18]=[S:19](=[O:20])([c:21]3[cH:22][cH:23][cH:24][cH:25][cH:26]3)[CH2:27][C:28](=[O:30])[NH:38][CH2:37][CH2:36][N:35]([CH2:33][CH3:34])[CH2:39][CH3:40])[cH:13][n:14][cH:15]2)[cH:5][cH:6][cH:7]1. Starting materials: C(C)(C)(C)C1=C(C(C=N[C@H]2[C@@H](CCCC2)N=CC=2C(O)=C(C=C(C2)C(C)(C)C)C(C)(C)C)=CC(=C1)C(C)(C)C)O ((R,R)-1,2-bis(3,5-di-tert-butylsalicylidenamino)cyclohexane), O (Water), [BH4-].[Na+] (NaBH4). Run in ClCCl (dichloromethane). The product is C(C)(C)(C)C=1C(=C(CN[C@H]2[C@@H](CCCC2)NCC2=C(C(=CC(=C2)C(C)(C)C)C(C)(C)C)O)C=C(C1)C(C)(C)C)O ((R,R)-1,2-bis(3,5-di-tert-butyl-2-hydroxybenzylamino)cyclohexane), residue. The yield is 98.0%. As a reaction SMILES: [C:1]([C:5]1[CH:35]=[C:34]([C:36]([CH3:39])([CH3:38])[CH3:37])[CH:33]=[C:7]([CH:8]=[N:9][C@@H:10]2[CH2:15][CH2:14][CH2:13][CH2:12][C@H:11]2[N:16]=[CH:17][C:18]2[C:19](=[C:21]([C:29]([CH3:32])([CH3:31])[CH3:30])[CH:22]=[C:23]([C:25]([CH3:28])([CH3:27])[CH3:26])[CH:24]=2)[OH:20])[C:6]=1[OH:40])([CH3:4])([CH3:3])[CH3:2].[BH4-].[Na+].O>ClCCl>[C:29]([C:21]1[C:19]([OH:20])=[C:18]([CH:24]=[C:23]([C:25]([CH3:28])([CH3:27])[CH3:26])[CH:22]=1)[CH2:17][NH:16][C@@H:11]1[CH2:12][CH2:13][CH2:14][CH2:15][C@H:10]1[NH:9][CH2:8][C:7]1[CH:33]=[C:34]([C:36]([CH3:37])([CH3:38])[CH3:39])[CH:35]=[C:5]([C:1]([CH3:4])([CH3:3])[CH3:2])[C:6]=1[OH:40])([CH3:30])([CH3:31])[CH3:32] |f:1.2|. Procedure: (R,R)-1,2-bis(3,5-di-tert-butylsalicylidenamino)cyclohexane (5.0 g, 9.2 mmol, 1 mol equiv) is suspended in a mixture of dichloromethane/96% ethanol (1:3, 200 ml). Then NaBH4 (1.74 g, 45.7 mmol, 5 mol equiv) is added portionwise and the mixture is stirred until it becomes colorless (24 h). Water (50 ml) is added to the reaction mixture and it is extracted with dichloromethane (3×50 ml). The combined organic layers are dried over Na2SO4 and the solvent is evaporated to give the title product as a ...